This data is from the Open Reaction Database (ORD), a public repository of structured organic reaction records. The task is: describe an organic reaction: reactants, conditions, products, and yield The reactants are CCO, [O-][Cl+3]([O-])([O-])[O-], NN, O, CC1=Cc2cc3c(cc2[CH2+](C=Cc2ccc(O)cc2)O1)OCO3. RXN SMILES: [CH3:32][CH2:33][OH:34].[Cl+3:1]([O-:2])([O-:3])([O-:4])[O-:5].[NH2:30][NH2:31].[OH2:29].[OH:6][c:7]1[cH:8][cH:9][c:10]([CH:11]=[CH:12][CH2+:13]2[O:14][C:15]([CH3:26])=[CH:16][c:17]3[c:18]2[cH:19][c:20]2[c:21]([cH:22]3)[O:23][CH2:24][O:25]2)[cH:27][cH:28]1>>[OH:6][c:7]1[cH:8][cH:9][c:10]([CH:11]=[CH:12][C:13]2=[N:30][N:31]=[C:15]([CH3:26])[CH2:16][c:17]3[c:18]2[cH:19][c:20]2[c:21]([cH:22]3)[O:23][CH2:24][O:25]2)[cH:27][cH:28]1. Yields the product CC1=NN=C(C=Cc2ccc(O)cc2)c2cc3c(cc2C1)OCO3. Reactants: COC1=CC=C(C=C1)C1=CC=C2C=CNC2=C1 (6-(4-methoxyphenyl)-1H-indole), BrBr (bromine). The product is BrC1=CNC2=CC(=CC=C12)C1=CC=C(C=C1)OC (3-bromo-6-(4-methoxyphenyl)-1H-indole). Reaction SMILES: [CH3:1][O:2][C:3]1[CH:8]=[CH:7][C:6]([C:9]2[CH:17]=[C:16]3[C:12]([CH:13]=[CH:14][NH:15]3)=[CH:11][CH:10]=2)=[CH:5][CH:4]=1.[Br:18]Br>>[Br:18][C:13]1[C:12]2[C:16](=[CH:17][C:9]([C:6]3[CH:5]=[CH:4][C:3]([O:2][CH3:1])=[CH:8][CH:7]=3)=[CH:10][CH:11]=2)[NH:15][CH:14]=1. Procedure: The target compound was prepared as in Preparation Example 6 using 6-(4-methoxyphenyl)-1H-indole (500 mg, 2.24 mmol) and bromine (115 μL, 2.24 mmol). Reactants: CO, CCOC(=O)CN1C(=O)NC(C)=C(C(=O)NCCC(c2ccccc2)c2ccccc2)C1c1cccc(Cl)c1, Cl, [Na+], [OH-]. The product is CC1=C(C(=O)NCCC(c2ccccc2)c2ccccc2)C(c2cccc(Cl)c2)N(CC(=O)O)C(=O)N1. RXN SMILES: [CH3:43][OH:44].[Cl:1][c:2]1[cH:3][c:4]([CH:8]2[C:9]([C:22]([NH:23][CH2:24][CH2:25][CH:26]([c:27]3[cH:28][cH:29][cH:30][cH:31][cH:32]3)[c:33]3[cH:34][cH:35][cH:36][cH:37][cH:38]3)=[O:39])=[C:10]([CH3:21])[NH:11][C:12](=[O:20])[N:13]2[CH2:14][C:15](=[O:16])[O:17][CH2:18][CH3:19])[cH:5][cH:6][cH:7]1.[ClH:42].[Na+:41].[OH-:40]>>[Cl:1][c:2]1[cH:3][c:4]([CH:8]2[C:9]([C:22]([NH:23][CH2:24][CH2:25][CH:26]([c:27]3[cH:28][cH:29][cH:30][cH:31][cH:32]3)[c:33]3[cH:34][cH:35][cH:36][cH:37][cH:38]3)=[O:39])=[C:10]([CH3:21])[NH:11][C:12](=[O:20])[N:13]2[CH2:14][C:15](=[O:16])[OH:17])[cH:5][cH:6][cH:7]1. Reactants: O (Water), C(CC)C1=CC=C(C=C1)C1=CC=C(C=C1)OC (4-(4-propylphenyl)anisole), B(Br)(Br)Br (boron tribromide), resultant solution. The solvent is ClCCl (dichloromethane). Run at time 1 hour. The product is C(CC)C1=CC=C(C=C1)C1=CC=C(C=C1)O (4-(4-propylphenyl)phenol). Isolated yield 78.5%. As a reaction SMILES: [CH2:1]([C:4]1[CH:9]=[CH:8][C:7]([C:10]2[CH:15]=[CH:14][C:13]([O:16]C)=[CH:12][CH:11]=2)=[CH:6][CH:5]=1)[CH2:2][CH3:3].B(Br)(Br)Br.O>ClCCl>[CH2:1]([C:4]1[CH:9]=[CH:8][C:7]([C:10]2[CH:11]=[CH:12][C:13]([OH:16])=[CH:14][CH:15]=2)=[CH:6][CH:5]=1)[CH2:2][CH3:3]. Procedure details: Then, 21.60 g of 4-(4-propylphenyl)anisole was dissolved in 45 mL of dichloromethane, and the resultant solution was cooled with ice. Then, 35.79 g of boron tribromide was added to the solution at such a rate that the inside temperature did not exceed 10° C., followed by stirring at room temperature for 1 hour. Water was added to separate the mixture into layers, and an organic layer was washed with a saturated aqueous sodium bicarbonate solution and saturated brine and dried by adding sodium su... Starting materials: [C-]#N.[K+] (potassium cyanide), [C-]#N.[K+] (potassium cyanide), C(#N)CC(=O)OCC (ethyl cyanoacetate), C(CC(C)C)=O (isovaleraldehyde), CCCCCC (hexane). The reagents and catalysts are N1CCCCC1 (piperidine). The solvent is O (water), O (water). Run at time 4 hour. The product is C(C(C)C)C(C#N)CC#N (2-isobutyl-succinonitrile). Isolated yield 99.0%. Reaction SMILES: [C:1]([CH2:3][C:4](OCC)=O)#[N:2].C(=O)[CH2:10][CH:11]([CH3:13])[CH3:12].CCCCCC.[C-:21]#[N:22].[K+]>O.N1CCCCC1>[CH2:10]([CH:4]([CH2:3][C:1]#[N:2])[C:21]#[N:22])[CH:11]([CH3:13])[CH3:12] |f:3.4|. Reported procedure: A mixture of ethyl cyanoacetate (73.3 g, 6.48 mol), isovaleraldehyde (613.9 g, 7.13 mol), piperidine (5.5 g, 0.065 mol), and hexane (0.5 L) was placed under reflux with continuous removal of water. When no additional water was collected, the mixture was cooled and distilled under vacuum to remove solvent. Isopropanol (1 L) was added to the remaining oil, followed by a solution of potassium cyanide (422 g, 6.48 mol) in water (2 L). The reaction mixture was maintained below 35° C. during addition ... Reactants: BrCCCC1=CC=C(OCCCC2=CC=C(OC[C@H]3OC(OC3)(C)C)C=C2)C=C1 ((R)-4-(4-{3-[4-(3-bromo-propyl)-phenoxy]-propyl}-phenoxymethyl)-2,2-dimethyl-[1,3]dioxolane), C(=O)(C(F)(F)F)O (TFA), O (water). Run in C(Cl)Cl (DCM). Run at time 8 hour. The product is BrCCCC1=CC=C(OCCCC2=CC=C(OC[C@H](CO)O)C=C2)C=C1 ((S)-3-(4-{3-[4-(3-Bromo-propyl)-phenoxy]-propyl}-phenoxy)-propane-1,2-diol). RXN SMILES: [Br:1][CH2:2][CH2:3][CH2:4][C:5]1[CH:29]=[CH:28][C:8]([O:9][CH2:10][CH2:11][CH2:12][C:13]2[CH:27]=[CH:26][C:16]([O:17][CH2:18][C@@H:19]3[CH2:23][O:22]C(C)(C)[O:20]3)=[CH:15][CH:14]=2)=[CH:7][CH:6]=1.C(O)(C(F)(F)F)=O.O>C(Cl)Cl>[Br:1][CH2:2][CH2:3][CH2:4][C:5]1[CH:6]=[CH:7][C:8]([O:9][CH2:10][CH2:11][CH2:12][C:13]2[CH:27]=[CH:26][C:16]([O:17][CH2:18][C@@H:19]([OH:20])[CH2:23][OH:22])=[CH:15][CH:14]=2)=[CH:28][CH:29]=1. Procedure: To a solution of (R)-4-(4-{3-[4-(3-bromo-propyl)-phenoxy]-propyl}-phenoxymethyl)-2,2-dimethyl-[1,3]dioxolane (5.0 g, 10.8 mmol) in DCM (50 mL) is added TFA (2.0 mL, 26.9 mmol) dropwise followed by water (2.0 mL) and the reaction mixture is stirred at RT overnight. The solvent is removed in vacuo and the residue is treated with aqueous sodium hydrogen carbonate solution. The mixture is extracted with EtOAc (3×200 mL) and the combined organic portions are washed with water, brine, dried over Na2SO... Reactants: CC(=O)Oc1ccc(C=O)cc1, CC1=CN=C(C=C1)N, [C-]#[N+]C1CCCCC1. Reagents/catalysts: O=C(O)C(F)(F)F (trifluoroacetic acid). Run in CC(C)O (isopropyl alcohol), CC(C)O (isopropylalcohol). Conditions: temperature 22 celsius, time 20 hour. Yields the product CC(=O)Oc1ccc(cc1)c1c(NC2CCCCC2)n2cc(C)ccc2n1. Isolated yield 13.6%. As a reaction SMILES: CC1=CC=C(N)N=C1.[C-]#[N+]C1CCCCC1.CC(=O)OC1=CC=C(C=O)C=C1>>CC(=O)OC1=CC=C(C=C1)C1=C(NC2CCCCC2)N2C=C(C)C=CC2=N1.